This data is from the Open Reaction Database (ORD), a public repository of structured organic reaction records. The task is: describe an organic reaction: reactants, conditions, products, and yield Reactants: FC1=CC(=C(C(=C1F)NC1=C(C=C(C=C1)F)I)N)OC (5,6-difluoro-N1-(4-fluoro-2-iodophenyl)-3-methoxybenzene-1,2-diamine), C(=O)(N1C=NC=C1)N1C=NC=C1 (1,1′-Carbonyldiimidazole). The solvent is C(Cl)Cl (CH2Cl2). Conditions: time 16 hour. Yields the product FC=1C=C(C2=C(N(C(N2)=O)C2=C(C=C(C=C2)F)I)C1F)OC (6,7-Difluoro-1-(4-fluoro-2-iodophenyl)-4-methoxy-1H-benzo[d]imidazol-2(3H)-one). Reaction SMILES: [F:1][C:2]1[C:7]([F:8])=[C:6]([NH:9][C:10]2[CH:15]=[CH:14][C:13]([F:16])=[CH:12][C:11]=2[I:17])[C:5]([NH2:18])=[C:4]([O:19][CH3:20])[CH:3]=1.[C:21](N1C=CN=C1)(N1C=CN=C1)=[O:22]>C(Cl)Cl>[F:1][C:2]1[CH:3]=[C:4]([O:19][CH3:20])[C:5]2[NH:18][C:21](=[O:22])[N:9]([C:10]3[CH:15]=[CH:14][C:13]([F:16])=[CH:12][C:11]=3[I:17])[C:6]=2[C:7]=1[F:8]. Procedure: To the stirred solution of 5,6-difluoro-N1-(4-fluoro-2-iodophenyl)-3-methoxybenzene-1,2-diamine (0.17 gm, 0.43 mmol) in CH2Cl2 (2 ml), 1,1′-Carbonyldiimidazole (0.085 gm, 0.53 mmol) was added. This reaction mixture was kept stirring at room temperature for 16 hours when product precipitated out. The white solid was filtered and used further without any purification. (0.089 gm); m/z=419 [M−1]−.